From a dataset of the Open Reaction Database (ORD), a public repository of structured organic reaction records. describe an organic reaction: reactants, conditions, products, and yield Reactants: BrC(Br)(Br)Br, CCOCC, OCC=CCOCc1cc(Br)ccc1F, c1ccc(P(c2ccccc2)c2ccccc2)cc1. Product: Fc1ccc(Br)cc1COCC=CCBr. As a reaction SMILES: [C:35]([Br:36])([Br:37])([Br:38])[Br:39].[CH3:40][CH2:41][O:42][CH2:43][CH3:44].[F:1][c:2]1[c:3]([CH2:4][O:5][CH2:6][CH:7]=[CH:8][CH2:9][OH:10])[cH:11][c:12]([Br:15])[cH:13][cH:14]1.[c:16]1([P:17]([c:18]2[cH:19][cH:20][cH:21][cH:22][cH:23]2)[c:24]2[cH:25][cH:26][cH:27][cH:28][cH:29]2)[cH:30][cH:31][cH:32][cH:33][cH:34]1>>[F:1][c:2]1[c:3]([CH2:4][O:5][CH2:6][CH:7]=[CH:8][CH2:9][Br:36])[cH:11][c:12]([Br:15])[cH:13][cH:14]1. The reactants are CNc1ccc(Cl)c(COc2cccn3c(Br)c(C)nc23)c1, ClCCl, CN(C)c1ccncc1, CS(=O)(=O)Cl, c1ccncc1. Reaction SMILES: [Br:1][c:2]1[c:3]([CH3:22])[n:4][c:5]2[n:6]1[cH:7][cH:8][cH:9][c:10]2[O:11][CH2:12][c:13]1[c:14]([Cl:21])[cH:15][cH:16][c:17]([NH:19][CH3:20])[cH:18]1.[CH2:43]([Cl:44])[Cl:45].[CH3:34][N:35]([CH3:36])[c:37]1[cH:38][cH:39][n:40][cH:41][cH:42]1.[S:29](=[O:30])(=[O:31])([CH3:32])[Cl:33].[cH:23]1[cH:24][cH:25][n:26][cH:27][cH:28]1>>[Br:1][c:2]1[c:3]([CH3:22])[n:4][c:5]2[n:6]1[cH:7][cH:8][cH:9][c:10]2[O:11][CH2:12][c:13]1[c:14]([Cl:21])[cH:15][cH:16][c:17]([N:19]([CH3:20])[S:29](=[O:30])(=[O:31])[CH3:32])[cH:18]1. Yields the product Cc1nc2c(OCc3cc(N(C)S(C)(=O)=O)ccc3Cl)cccn2c1Br.